This data is from the Open Reaction Database (ORD), a public repository of structured organic reaction records. The task is: describe an organic reaction: reactants, conditions, products, and yield Starting materials: CC=CC1CC(O)CCC1NC(=O)OCc1ccccc1, ClCCl, c1ccncc1. Yields the product CC=CC1CC(=O)CCC1NC(=O)OCc1ccccc1. As a reaction SMILES: [CH2:1]([c:2]1[cH:3][cH:4][cH:5][cH:6][cH:7]1)[O:8][C:9]([NH:10][CH:11]1[CH:12]([CH:18]=[CH:19][CH3:20])[CH2:13][CH:14]([OH:17])[CH2:15][CH2:16]1)=[O:21].[Cl:28][CH2:29][Cl:30].[cH:22]1[cH:23][cH:24][n:25][cH:26][cH:27]1>>[CH2:1]([c:2]1[cH:3][cH:4][cH:5][cH:6][cH:7]1)[O:8][C:9]([NH:10][CH:11]1[CH:12]([CH:18]=[CH:19][CH3:20])[CH2:13][C:14](=[O:17])[CH2:15][CH2:16]1)=[O:21]. The reactants are CC1CCc2c(ccc(F)c2Br)N1, CC(=O)OC(C)=O, [Na+], [OH-], O=S(=O)(O)O. The product is CC(=O)N1c2ccc(F)c(Br)c2CCC1C. As a reaction SMILES: [Br:1][c:2]1[c:3]2[c:8]([cH:9][cH:10][c:11]1[F:12])[NH:7][CH:6]([CH3:13])[CH2:5][CH2:4]2.[CH3:21][C:22](=[O:23])[O:24][C:25](=[O:26])[CH3:27].[Na+:20].[OH-:19].[S:14](=[O:15])(=[O:16])([OH:17])[OH:18]>>[Br:1][c:2]1[c:3]2[c:8]([cH:9][cH:10][c:11]1[F:12])[N:7]([C:22]([CH3:21])=[O:23])[CH:6]([CH3:13])[CH2:5][CH2:4]2. The reactants are C(=O)(OCC1=CC=CC=C1)NCCC[C@@H](NC(C(C1=CC=CC=C1)C1=CC=CC=C1)=O)C(=O)N[C@H](C)C1=CC=C(C=C1)O ((R)-N5 -(Cbz)-N2 -(diphenylacetyl)-(R)-N-[1-(4-hydroxyphenyl)ethyl]-ornithine amide), CC(=O)O (HOAc). Reagents/catalysts: [Pd] (Pd/C). Product: C(C)(=O)O.C1(=CC=CC=C1)C(C(=O)N[C@H](CCCN)C(=O)N[C@H](C)C1=CC=C(C=C1)O)C1=CC=CC=C1 ((R)-N2 -(Diphenylacetyl)-(R)-N-[1-(4-hydroxyphenyl)ethyl]ornithine amide acetate). RXN SMILES: C([NH:11][CH2:12][CH2:13][CH2:14][C@H:15]([C:32]([NH:34][C@@H:35]([C:37]1[CH:42]=[CH:41][C:40]([OH:43])=[CH:39][CH:38]=1)[CH3:36])=[O:33])[NH:16][C:17](=[O:31])[CH:18]([C:25]1[CH:30]=[CH:29][CH:28]=[CH:27][CH:26]=1)[C:19]1[CH:24]=[CH:23][CH:22]=[CH:21][CH:20]=1)(OCC1C=CC=CC=1)=O.[CH3:44][C:45]([OH:47])=[O:46]>[Pd]>[C:45]([OH:47])(=[O:46])[CH3:44].[C:19]1([CH:18]([C:25]2[CH:30]=[CH:29][CH:28]=[CH:27][CH:26]=2)[C:17]([NH:16][C@@H:15]([C:32]([NH:34][C@@H:35]([C:37]2[CH:42]=[CH:41][C:40]([OH:43])=[CH:39][CH:38]=2)[CH3:36])=[O:33])[CH2:14][CH2:13][CH2:12][NH2:11])=[O:31])[CH:24]=[CH:23][CH:22]=[CH:21][CH:20]=1 |f:3.4|. Procedure: Prepared analogously to the method described in Example 1(e) above from (R)-N5 -(Cbz)-N2 -(diphenylacetyl)-(R)-N-[1-(4-hydroxyphenyl)ethyl]-ornithine amide (26.8 g; 46.23 mmol; from step (d) above), 10% Pd/C (2.5 g) and HOAc (1L; as opposed to HCl/MeOH) yielding 24.3 g of the sub-title compound (after azeotroping with toluene). The reactants are C(C)NCC (diethylamine), C(#N)C1=CC=C(C=C1)O (4-cyanophenol), BrCCCCCl (1-bromo-4-chlorobutane). Yields the product C(C)N(CCCCOC1=CC=C(C#N)C=C1)CC (4-[4-(diethylamino)butoxy]benzonitrile), crude product. Yield: 94.0%. As a reaction SMILES: [C:1]([C:3]1[CH:8]=[CH:7][C:6]([OH:9])=[CH:5][CH:4]=1)#[N:2].Br[CH2:11][CH2:12][CH2:13][CH2:14]Cl.[CH2:16]([NH:18][CH2:19][CH3:20])[CH3:17]>>[CH2:16]([N:18]([CH2:19][CH3:20])[CH2:11][CH2:12][CH2:13][CH2:14][O:9][C:6]1[CH:7]=[CH:8][C:3]([C:1]#[N:2])=[CH:4][CH:5]=1)[CH3:17]. Procedure: According to a similar manner as that in Reference Example 36 except that 4-cyanophenol, 1-bromo-4-chlorobutane, and diethylamine were used, 4-[4-(diethylamino)butoxy]benzonitrile (94%) was obtained as a crude product. Starting materials: COc1cc2nccc(Oc3ccc4c(c3)OCCN4C(=O)Nc3cc(CO[Si](C)(C)C(C)(C)C)on3)c2cc1OC, CCO, Cl. Product: Cl, COc1cc2nccc(Oc3ccc4c(c3)OCCN4C(=O)Nc3cc(CO)on3)c2cc1OC. As a reaction SMILES: [C:1]([Si:2]([CH3:3])([CH3:4])[O:6][CH2:7][c:8]1[cH:9][c:10]([NH:13][C:14](=[O:15])[N:16]2[c:17]3[c:18]([cH:22][c:23]([O:26][c:27]4[cH:28][cH:29][n:30][c:31]5[cH:32][c:33]([O:39][CH3:40])[c:34]([O:37][CH3:38])[cH:35][c:36]45)[cH:24][cH:25]3)[O:19][CH2:20][CH2:21]2)[n:11][o:12]1)([CH3:5])([CH3:41])[CH3:42].[CH3:44][CH2:45][OH:46].[ClH:43]>>[ClH:43].[OH:6][CH2:7][c:8]1[cH:9][c:10]([NH:13][C:14](=[O:15])[N:16]2[c:17]3[c:18]([cH:22][c:23]([O:26][c:27]4[cH:28][cH:29][n:30][c:31]5[cH:32][c:33]([O:39][CH3:40])[c:34]([O:37][CH3:38])[cH:35][c:36]45)[cH:24][cH:25]3)[O:19][CH2:20][CH2:21]2)[n:11][o:12]1. The reactants are ClC1=CC=C2C(C(=O)OC(N2)=O)=C1 (5-chloro-isatoic anhydride), N1[C@@H](CC1)C(=O)O ((S)-azetidine-2-carboxylic acid). The solvent is CN(C=O)C.C(C)(=O)O (N,N-dimethylformamide acetic acid). Run at time 30 minute. Yields the product ClC=1C=CC2=C(C(N3[C@H](C(N2)=O)CC3)=O)C1 ((S)-6-chloro-1,2,4,9,10,10a-hexahydro-azeto[2,1-c][1,4]benzodiazepine-4,10-dione). Isolated yield 86.3%. As a reaction SMILES: [Cl:1][C:2]1[CH:13]=[C:6]2[C:7]([O:9][C:10](=[O:12])[NH:11][C:5]2=[CH:4][CH:3]=1)=O.[NH:14]1[CH2:17][CH2:16][C@H:15]1C(O)=O>CN(C)C=O.C(O)(=O)C>[Cl:1][C:2]1[CH:3]=[CH:4][C:5]2[NH:11][C:10](=[O:12])[C@@H:15]3[CH2:16][CH2:17][N:14]3[C:7](=[O:9])[C:6]=2[CH:13]=1 |f:2.3|. Procedure: 59.3 g (0.3 mol) of 5-chloro-isatoic anhydride and 30.3 g (0.3 mol) of (S)-azetidine-2-carboxylic acid were suspended in 400 ml of N,N-dimethylformamide/acetic acid 5:1 and heated to 87°-90° in an oil bath under argon for 64 hrs. The solvent was removed in a vacuum and the residue was taken up in 500 ml of methanol, whereupon the mixture was stirred at room temperature for 30 min. The white, pure crystals were filtered off under suction. The solvent was removed in a vacuum and the semi-crystalli...